Dataset: the Open Reaction Database (ORD), a public repository of structured organic reaction records. Task: describe an organic reaction: reactants, conditions, products, and yield The reactants are P(=O)(Cl)(Cl)Cl (phosphorus oxychloride), C(C)(C)N(C(C)C)CC (N,N-diisopropylethyl amine), ClCCl (dichloromethane), P(=O)(Cl)(Cl)Cl (phosphorus oxychloride), N1=C(C=NC=C1)C1=NC(=C(C(=N1)O)C1=C(C=C(C=C1F)F)F)O (2-pyrazin-2-yl-5-(2,4,6-trifluoro-phenyl)-pyrimidine-4,6-diol). Solvent: C(C)(=O)OCC (ethyl acetate), C1(=CC=CC=C1)C (toluene), C1(=CC=CC=C1)C (toluene), C(C)(=O)OCC (ethyl acetate). Yields the product ClC1=NC(=NC(=C1C1=C(C=C(C=C1F)F)F)Cl)C1=NC=CN=C1 (4,6-dichloro-2-pyrazin-2-yl-5-(2,4,6-trifluoro-phenyl)-pyrimidine). RXN SMILES: [N:1]1[CH:6]=[CH:5][N:4]=[CH:3][C:2]=1[C:7]1[N:12]=C(O)[C:10]([C:14]2[C:19]([F:20])=[CH:18][C:17]([F:21])=[CH:16][C:15]=2[F:22])=[C:9](O)[N:8]=1.P(Cl)(Cl)([Cl:26])=O.C(N(CC)C(C)C)(C)C.Cl[CH2:39][Cl:40]>C(OCC)(=O)C.C1(C)C=CC=CC=1>[Cl:26][C:9]1[C:10]([C:14]2[C:19]([F:20])=[CH:18][C:17]([F:21])=[CH:16][C:15]=2[F:22])=[C:39]([Cl:40])[N:12]=[C:7]([C:2]2[CH:3]=[N:4][CH:5]=[CH:6][N:1]=2)[N:8]=1. Procedure: According to scheme 1, step c, to a mixture of 2-pyrazin-2-yl-5-(2,4,6-trifluoro-phenyl)-pyrimidine-4,6-diol 4 in an aprotic solvent preferably toluene (g/ml) preferably 5–15 parts, more preferably in 5–10 parts, most preferable in 7 parts, is slowly added at about 10–15° C., phosphorus oxychloride. Following complete addition of the phosphorus oxychloride, N,N-diisopropylethyl amine in a molar ratio of about 1:1 to 1:5, preferably in the range of 1:4 is slowly added at about 10–15° C. and the m...